Dataset: the Open Reaction Database (ORD), a public repository of structured organic reaction records. Task: describe an organic reaction: reactants, conditions, products, and yield Reported procedure: Decylmagnesium bromide (0.66 mole) in ethyl ether is slowly added to 0.33 moles of diethylcarbonate in 100 ml ethyl ether and stirred for one hour at 30° C. (nitrogen atmosphere). Tetradecylmagnesium bromide (0.33 moles) is slowly added to the solution and stirred for one hour at 30° C. The mixture is then slowly poured into 600 ml of a cold 10% HCl solution. The organic layer is dried with magnesium sulfate and the ethyl ether evaporated off to give di-n-decyl-n-tetradecylcarbinol. The solvent is C(C)OCC (ethyl ether), C(C)OCC (ethyl ether). The reactants are C(CCCCCCCCC)[Mg]Br (Decylmagnesium bromide), C(C)OC(OCC)=O (diethylcarbonate), Cl (HCl), C(CCCCCCCCCCCCC)[Mg]Br (Tetradecylmagnesium bromide). RXN SMILES: [CH2:1]([Mg]Br)[CH2:2][CH2:3][CH2:4][CH2:5][CH2:6][CH2:7][CH2:8][CH2:9][CH3:10].C(OC(=O)[O:17][CH2:18][CH3:19])C.[CH2:21]([Mg]Br)[CH2:22][CH2:23][CH2:24][CH2:25][CH2:26][CH2:27][CH2:28][CH2:29][CH2:30][CH2:31][CH2:32][CH2:33][CH3:34].Cl>C(OCC)C>[CH2:1]([C:18]([CH2:19][CH2:1][CH2:2][CH2:3][CH2:4][CH2:5][CH2:6][CH2:7][CH2:8][CH3:9])([CH2:21][CH2:22][CH2:23][CH2:24][CH2:25][CH2:26][CH2:27][CH2:28][CH2:29][CH2:30][CH2:31][CH2:32][CH2:33][CH3:34])[OH:17])[CH2:2][CH2:3][CH2:4][CH2:5][CH2:6][CH2:7][CH2:8][CH2:9][CH3:10]. Product: C(CCCCCCCCC)C(O)(CCCCCCCCCCCCCC)CCCCCCCCCC (di-n-decyl-n-tetradecylcarbinol). Reaction conditions: temperature 30 celsius, time 1 hour. Reactants: C(CCC)[Li] (n-butyllithium), Cl (HCl), [I-] (iodide), O1CCCC1 (tetrahydrofuran), C(C)(C)OB(OC(C)C)OC(C)C (triisopropylborate). The solvent is CCCCCC (hexane), O (water), O (water). Run at time 15 minute. The product is ClC1=C(C=CC(=C1)OC)B(O)O (2-chloro-4-methoxybenzeneboronic acid). Yield: 63.0%. Reaction SMILES: [I-].[CH2:2]([Li])[CH2:3][CH2:4][CH3:5].C([O:10][B:11]([O:16]C(C)C)OC(C)C)(C)C.[ClH:20].[O:21]1[CH2:25]C[CH2:23][CH2:22]1>O.CCCCCC>[Cl:20][C:5]1[CH:23]=[C:22]([O:21][CH3:25])[CH:2]=[CH:3][C:4]=1[B:11]([OH:16])[OH:10]. Procedure: Part I. A solution of the iodide compound from Part H (7.00 g, 26.1 mmol) in anhydrous tetrahydrofuran (50 mL) was cooled to −90° C., and treated with a hexane solution of n-butyllithium (16.5 mL, 1.6 M, 26.4 mmol). After 15 minutes, the solution was treated with triisopropylborate (6.10 mL, 26.4 mmol) and was allowed to warm to ambient temperature over 6 hours. The resulting mixture was treated with 6 N aqueous HCl (5 mL) and water (5 mL), which was stirred for 1 hour, then poured into water (1... The reactants are CON=CC1=CC=C(C=C1)OC (4-methoxybenzaldehyde O-methyloxime), C(#N)[BH3-].[Na+] (sodium cyanoborohydride), compound 3-B. The product is COC1=CC=C(CNOC)C=C1 (N-4-Methoxybenzyl-O-methyl-hydroxylamine). Yield: 96.0%. Reaction SMILES: [CH3:1][O:2][N:3]=[CH:4][C:5]1[CH:10]=[CH:9][C:8]([O:11][CH3:12])=[CH:7][CH:6]=1.C([BH3-])#N.[Na+]>>[CH3:12][O:11][C:8]1[CH:9]=[CH:10][C:5]([CH2:4][NH:3][O:2][CH3:1])=[CH:6][CH:7]=1 |f:1.2|. Procedure: Reduction of 4-methoxybenzaldehyde O-methyloxime with sodium cyanoborohydride as described in the preparation of compound 3-B gave the title hydroxylamine as a clear oil (96% yield). 1HNMR 400 MHz (CDCl3) δ (ppm): 3.49 (3H, s, OCH3), 3.79 (3H, s, OCH3), 3.98 (2H, s, NCH2), 5.62 (1H, broad s, NH), 6.86 (2H, m, aromatics), 7.25 (2H, m, aromatics). The hydrochloride salt was obtained as a white solid: mp 157-158° C. (dec.). Anal. calcd. for C9H13NO2—HCl: C, 53.03; H, 6.92; N, 6.87. Found: C, 53.14;...